This data is from the Open Reaction Database (ORD), a public repository of structured organic reaction records. The task is: describe an organic reaction: reactants, conditions, products, and yield Yields the product FC1=CC=C(COC=2C=C(C(=O)O)C=CC2)C=C1 (3-(4-Fluorobenzyloxy)-benzoic acid). Solvent: C(C)(=O)OCC (ethyl acetate). As a reaction SMILES: [F:1][C:2]1[CH:19]=[CH:18][C:5]([CH2:6][O:7][C:8]2[CH:9]=[C:10]([CH:15]=[CH:16][CH:17]=2)[C:11]([O:13]C)=[O:12])=[CH:4][CH:3]=1>C(OCC)(=O)C>[F:1][C:2]1[CH:19]=[CH:18][C:5]([CH2:6][O:7][C:8]2[CH:9]=[C:10]([CH:15]=[CH:16][CH:17]=2)[C:11]([OH:13])=[O:12])=[CH:4][CH:3]=1. Starting materials: FC1=CC=C(COC=2C=C(C(=O)OC)C=CC2)C=C1 (methyl 3-(4-fluorobenzyloxy)-benzoate), Intermediate 1B. Reported procedure: Saponification of methyl 3-(4-fluorobenzyloxy)-benzoate as described in the preparation of Intermediate 1B gave the title acid as white needles: mp 145-146° C. (ethyl acetate). 1HNMR 400 MHz (CDCl3) δ (ppm): 5.11 (2H, s, OCH2), 7.12 (2H, m, aromatics), 7.24 (1 H, m, aromatics), 7.45 (3 H, m, aromatics), 7.75 (2H, m, aromatics). Anal. Calcd for C14H11FO3: C, 68.29; H, 4.50. Found: C, 68.39; H, 4.43. Reactants: ClC1=CC=C2C(=CNC2=C1)C(=O)N1CCC2(CC1)OC(C1=C2C=CC(=C1)F)=O (1′-[(6-chloro-1H-indol-3-yl)carbonyl]-5-fluoro-3H-spiro[2-benzofuran-1,4′-piperidin]-3-one), BrCC1(COC1)F (3-bromomethyl-3-fluoro-oxetane). The product is ClC1=CC=C2C(=CN(C2=C1)CC1(COC1)F)C(=O)N1CCC2(CC1)OC(C1=C2C=CC(=C1)F)=O (1′-({6-Chloro-1-[(3-fluorooxetan-3-yl)methyl]-1H-indol-3-yl}carbonyl)-5-fluoro-3H-spiro[2-benzofuran-1,4′-piperidin]-3-one). As a reaction SMILES: [Cl:1][C:2]1[CH:10]=[C:9]2[C:5]([C:6]([C:11]([N:13]3[CH2:18][CH2:17][C:16]4([C:22]5[CH:23]=[CH:24][C:25]([F:27])=[CH:26][C:21]=5[C:20](=[O:28])[O:19]4)[CH2:15][CH2:14]3)=[O:12])=[CH:7][NH:8]2)=[CH:4][CH:3]=1.Br[CH2:30][C:31]1([F:35])[CH2:34][O:33][CH2:32]1>>[Cl:1][C:2]1[CH:10]=[C:9]2[C:5]([C:6]([C:11]([N:13]3[CH2:18][CH2:17][C:16]4([C:22]5[CH:23]=[CH:24][C:25]([F:27])=[CH:26][C:21]=5[C:20](=[O:28])[O:19]4)[CH2:15][CH2:14]3)=[O:12])=[CH:7][N:8]2[CH2:30][C:31]2([F:35])[CH2:34][O:33][CH2:32]2)=[CH:4][CH:3]=1. Reported procedure: Following the general procedure III as described above, the alkylation of 1′-[(6-chloro-1H-indol-3-yl)carbonyl]-5-fluoro-3H-spiro[2-benzofuran-1,4′-piperidin]-3-one (prepared according to example 19) with 3-bromomethyl-3-fluoro-oxetane (described in US2005215599) gave the title compound. ES-MS m/e (%): 487.1 (M+H+). Reported procedure: In THF (10 ml) was dissolved methyl 7-(4-methyl-2-thienyl)-2,3-dihydro-1-benzoxepine-4-carboxylate (420 mg), and to the mixture was added IN sodium hydroxide (8.4 ml). The mixture was stirred at room temperature for 15 hours. Under reduced pressure, the organic solvent was removed, and to the residue was added ethyl acetate. The mixture was extracted with water, and to the aqueous layer was added 6N hydrochloric acid to make the solution pH 4-5, which was extracted with ethyl acetate, washed wit... Solvent: C1CCOC1 (THF), [OH-].[Na+] (sodium hydroxide). Starting materials: CC=1C=C(SC1)C=1C=CC2=C(C=C(CCO2)C(=O)OC)C1 (methyl 7-(4-methyl-2-thienyl)-2,3-dihydro-1-benzoxepine-4-carboxylate). The yield is 79.9%. Conditions: time 15 hour. Product: CC=1C=C(SC1)C=1C=CC2=C(C=C(CCO2)C(=O)O)C1 (7-(4-methyl-2-thienyl)-2,3-dihydro-1-benzoxepine-4-carboxylic acid). As a reaction SMILES: [CH3:1][C:2]1[CH:3]=[C:4]([C:7]2[CH:8]=[CH:9][C:10]3[O:16][CH2:15][CH2:14][C:13]([C:17]([O:19]C)=[O:18])=[CH:12][C:11]=3[CH:21]=2)[S:5][CH:6]=1>C1COCC1.[OH-].[Na+]>[CH3:1][C:2]1[CH:3]=[C:4]([C:7]2[CH:8]=[CH:9][C:10]3[O:16][CH2:15][CH2:14][C:13]([C:17]([OH:19])=[O:18])=[CH:12][C:11]=3[CH:21]=2)[S:5][CH:6]=1 |f:2.3|.